From a dataset of the Open Reaction Database (ORD), a public repository of structured organic reaction records. describe an organic reaction: reactants, conditions, products, and yield Starting materials: N(=NC(=O)OC(C)C)C(=O)OC(C)C (diisopropyl azodicarboxylate), IC1=CC=CC=C1 (iodobenzene), C1(=CC=CC=C1)P(C1=CC=CC=C1)C1=CC=CC=C1 (triphenylphosphane), N1(CCCCC1)CC(C)O (1-piperidin-1-yl-propan-2-ol). Run in C(Cl)Cl (DCM), O (water). Conditions: time 2 hour. The product is IC1=CC=C(OC(CN2CCCCC2)C)C=C1 (1-[2-(4-iodo-phenoxy)-propyl]-piperidine). As a reaction SMILES: [I:1][C:2]1[CH:7]=[CH:6][CH:5]=[CH:4][CH:3]=1.C1(P(C2C=CC=CC=2)C2C=CC=CC=2)C=CC=CC=1.[N:27]1([CH2:33][CH:34]([OH:36])[CH3:35])[CH2:32][CH2:31][CH2:30][CH2:29][CH2:28]1.N(C(OC(C)C)=O)=NC(OC(C)C)=O>C(Cl)Cl.O>[I:1][C:2]1[CH:7]=[CH:6][C:5]([O:36][CH:34]([CH3:35])[CH2:33][N:27]2[CH2:32][CH2:31][CH2:30][CH2:29][CH2:28]2)=[CH:4][CH:3]=1. Procedure details: 1.54 g (7.00 mmol) iodobenzene and 2.75 g (10.5 mmol) triphenylphosphane are added successively to a solution of 1.00 g (6.98 mmol) 1-piperidin-1-yl-propan-2-ol in 20 mL DCM. 2.19 mL (10.5 mmol, 95%) diisopropyl azodicarboxylate is added dropwise at RT and the reaction is stirred for 2 h at RT. It is diluted with water, the organic phase is washed with water and dried over MgSO4. After the desiccant and solvent have been eliminated the residue is purified by chromatography (silica gel, DCM/MeOH ... The reactants are BrC1CCCCC1, N#C[Na], CN(C)C=O. The product is N#CCC1CCCCC1. As a reaction SMILES: [CH:4]1([Br:10])[CH2:5][CH2:6][CH2:7][CH2:8][CH2:9]1.[Na:1][C:2]#[N:3].[O:11]=[CH:12][N:13]([CH3:14])[CH3:15]>>[C:2](#[N:3])[CH2:12][CH:4]1[CH2:5][CH2:6][CH2:7][CH2:8][CH2:9]1. As a reaction SMILES: [OH-].[Na+].C1C[O:6]CC1.[Br:8][C:9]1[CH:10]=[CH:11][CH:12]=[C:13]2[C:18]=1[N:17]=[C:16]([Cl:19])[N:15]=[C:14]2Cl>CC(O)=O>[Br:8][C:9]1[CH:10]=[CH:11][CH:12]=[C:13]2[C:18]=1[N:17]=[C:16]([Cl:19])[N:15]=[C:14]2[OH:6] |f:0.1|. Conditions: time 20 minute. The solvent is CC(=O)O (AcOH). The product is BrC=1C=CC=C2C(=NC(=NC12)Cl)O (8-bromo-2-chloroquinazolin-4-ol). The yield is 79.0%. Procedure: To a biphasic mixture of NaOH 1 N aq. (10.79 mL, 10.79 mmol) and 11 mL THF was added 8-bromo-2,4-dichloroquinazoline (407b, 1.50 g, 5.40 mmol) in one portion. The reaction became dark red. After 20 min the reaction was checked by LC/MS and judged complete. The reaction was cooled in an ice/water bath and acidified with AcOH. The reaction was concentrated to ½ volume on rotovap (precipitate observed) and cooled in an ice/water bath. The slurry was filtered and the solid rinsed with 2× water. The ... Starting materials: [OH-].[Na+] (NaOH), C1CCOC1 (THF), BrC=1C=CC=C2C(=NC(=NC12)Cl)Cl (8-bromo-2,4-dichloroquinazoline). Starting materials: C1(C=2C(C(=O)O1)=CC=CC2)=O (phthalic anhydride), NCCCCCCO (6-aminohexanol). The solvent is C1(=CC=CC=C1)C (toluene). The product is C1(C=2C(C(N1)=O)=CC=CC2)=O (phthalimide). Reaction SMILES: [C:1]1(=O)[O:6][C:4](=[O:5])[C:3]2=[CH:7][CH:8]=[CH:9][CH:10]=[C:2]12.[NH2:12]CCCCCCO>C1(C)C=CC=CC=1>[C:1]1(=[O:6])[NH:12][C:4](=[O:5])[C:3]2=[CH:7][CH:8]=[CH:9][CH:10]=[C:2]12. Procedure: A solution of phthalic anhydride (32.0 g, 0.21 mol) and 6-aminohexanol (25.0 g, 0.21 mol) in 180 mL dry toluene was heated to reflux for 3 hrs. When the intermediate phthalimide was formed, PBr3 (18.2 mL, 0.58 mol in 20 mL toluene) was added dropwise and the reaction was stirred at 100° C. for 1.5 hrs. The reaction mixture was filtered thru a microfiber filter and the filtrate was concentrated in vacuo to give the crude product which then crystallized from toluene to give 6-phthalimido-1-bromohe... Starting materials: C(C1=CC=CC=C1)OC(NC(=N)C1=CC=C(C=C1)CNC(=O)[C@@H]1CCC=2N1C(C(=NC2Cl)NC2CCC2)=O)=O ((6S)-[(4-{[(1-Chloro-3-cyclobutylamino-4-oxo-4,6,7,8-tetrahydro-pyrrolo[1,2-a]pyrazine-6-carbonyl)-amino]-methyl}-phenyl)-imino-methyl]-carbamic acid benzyl ester), Cl (HCl), [H][H] (hydrogen). Solvent: CO (methanol), O1CCOCC1 (dioxane), [Pd] (Pd/C). Product: Cl.C(N)(=N)C1=CC=C(CNC(=O)[C@@H]2CCC=3N2C(C(=NC3Cl)NC3CCC3)=O)C=C1 ((6S)-1-Chloro-3-cyclobutylamino-4-oxo-4,6,7,8-tetrahydro-pyrrolo[1,2-a]pyrazine-6-carboxylic acid 4-carbamimidoyl-benzylamide hydrochloride). Isolated yield 165.4%. Reaction SMILES: C(OC(=O)[NH:10][C:11]([C:13]1[CH:18]=[CH:17][C:16]([CH2:19][NH:20][C:21]([C@H:23]2[N:27]3[C:28](=[O:38])[C:29]([NH:33][CH:34]4[CH2:37][CH2:36][CH2:35]4)=[N:30][C:31]([Cl:32])=[C:26]3[CH2:25][CH2:24]2)=[O:22])=[CH:15][CH:14]=1)=[NH:12])C1C=CC=CC=1.Cl.[H][H]>CO.O1CCOCC1.[Pd]>[ClH:32].[C:11]([C:13]1[CH:14]=[CH:15][C:16]([CH2:19][NH:20][C:21]([C@H:23]2[N:27]3[C:28](=[O:38])[C:29]([NH:33][CH:34]4[CH2:37][CH2:36][CH2:35]4)=[N:30][C:31]([Cl:32])=[C:26]3[CH2:25][CH2:24]2)=[O:22])=[CH:17][CH:18]=1)(=[NH:10])[NH2:12] |f:6.7|. Procedure: To a solution of the compound obtained from Step H (50 mg) in methanol (2.0 mL) was added HCl in dioxane (4.0 M, 0.13 mL) and 10% Pd/C (20 mg). This mixture was hydrogenated with a hydrogen ballon for 1.0 h. Removal of Pd/C and solvent gave the desired product as a white solid (34 mg, 82%). 1HNMR (300 MHz, DMSO-d6) δ 9.34 (br, 2H), 9.05 (m, 3H), 7.78 (d, J=8.5 Hz, 2H), 7.49 (d, J=8.4 Hz, 2H), 5.02 (m 1H), 4.43–4.31 (m, 3H), 3.5 (s, br), 2.90 (m, 2H), 2.21–2.05 (m, 6H), 1.65 (m, 2H). MS m/e 415(M... The reactants are C1(=CC=CC=C1)C1C2C(=NN1CCO)C(CSC2)=CC2=CC=CC=C2 (3a,4,6,7-Tetrahydro-3-phenyl-7-(phenylmethylene)thiopyrano[4,3-c]pyrazole-2(3H)-ethanol), S(=O)(=O)([O-])C1=CC=C(C)C=C1 (tosylate), S(=O)(=O)(C1=CC=C(C)C=C1)Cl (tosyl chloride), N (ammonia). Solvent: C(C)O (ethanol), O (water), N1=CC=CC=C1 (pyridine). Reaction conditions: time 16 hour. The product is C1(=CC=CC=C1)C1C2C(=NN1CCN)C(CSC2)=CC2=CC=CC=C2 (3a,4,6,7-Tetrahydro-3-phenyl-7-(phenylmethylene)thiopyrano[4,3-c]pyrazole-2(3H)-ethanamine). Reaction SMILES: [C:1]1([CH:7]2[N:11]([CH2:12][CH2:13]O)[N:10]=[C:9]3[C:15](=[CH:19][C:20]4[CH:25]=[CH:24][CH:23]=[CH:22][CH:21]=4)[CH2:16][S:17][CH2:18][CH:8]23)[CH:6]=[CH:5][CH:4]=[CH:3][CH:2]=1.S(Cl)(C1C=CC(C)=CC=1)(=O)=O.S(C1C=CC(C)=CC=1)([O-])(=O)=O.[NH3:48]>N1C=CC=CC=1.C(O)C.O>[C:1]1([CH:7]2[N:11]([CH2:12][CH2:13][NH2:48])[N:10]=[C:9]3[C:15](=[CH:19][C:20]4[CH:25]=[CH:24][CH:23]=[CH:22][CH:21]=4)[CH2:16][S:17][CH2:18][CH:8]23)[CH:6]=[CH:5][CH:4]=[CH:3][CH:2]=1. Procedure: 3a,4,6,7-Tetrahydro-3-phenyl-7-(phenylmethylene)thiopyrano[4,3-c]pyrazole-2(3H)-ethanol is suspended in pyridine and treated with one equivalent of tosyl chloride. After standing at room temperature for about 16 hours, the mixture is poured into water and the tosylate is dissolved in ethanol, cooled and saturated with ammonia gas. After standing for 3 days, the excess ammonia and solvent are removed by evaporation to give the title compound.